This data is from the Open Reaction Database (ORD), a public repository of structured organic reaction records. The task is: describe an organic reaction: reactants, conditions, products, and yield The reactants are ClC1=C(C#N)C=CC=N1 (2-chloronicotinonitrile), O (water), [H-].[Na+] (Sodium hydride), C(C1=CC=CC=C1)O (benzyl alcohol). Run in C1CCOC1 (THF), CCCCCC (hexane), C1CCOC1 (THF). Conditions: time 30 minute. The product is C(C1=CC=CC=C1)OC1=NC=CC=C1C#N (2-benzyloxy-3-cyanopyridine). Reaction SMILES: [H-].[Na+].[CH2:3]([OH:10])[C:4]1[CH:9]=[CH:8][CH:7]=[CH:6][CH:5]=1.Cl[C:12]1[N:19]=[CH:18][CH:17]=[CH:16][C:13]=1[C:14]#[N:15].O>CCCCCC.C1COCC1>[CH2:3]([O:10][C:12]1[C:13]([C:14]#[N:15])=[CH:16][CH:17]=[CH:18][N:19]=1)[C:4]1[CH:9]=[CH:8][CH:7]=[CH:6][CH:5]=1 |f:0.1|. Procedure details: Sodium hydride (60%, 2.89 g, 72.3 mmol) was washed with hexane (1×) and suspended in THF (50 ml). Anhydrous benzyl alcohol (8.57 g, 79.3 mmol) was added dropwise and the reaction mixture was stirred for 30 minutes. A solution of 2-chloronicotinonitrile (10.0 g, 72.2 mmol) in THF (50 ml) was added via a syringe (exotherm). The reaction was stirred at ambient temperature for 18 hours then water was added to quench the reaction. The reaction mixture was partitioned between EtOAc/water and the organ...